Dataset: the Open Reaction Database (ORD), a public repository of structured organic reaction records. Task: describe an organic reaction: reactants, conditions, products, and yield The reactants are CCN(C(C)C)C(C)C, CN1CCCC1=O, CCOC(C)=O, NC(=O)c1cnc(Cl)cc1Nc1ccc(C(=O)N2CCOCC2)cc1, CC(C)(C)OC(=O)NC1CCCNC1. The product is CC(C)(C)OC(=O)NC1CCCN(c2cc(Nc3ccc(C(=O)N4CCOCC4)cc3)c(C(N)=O)cn2)C1. Reaction SMILES: [CH2:40]([N:41]([CH:42]([CH3:43])[CH3:44])[CH:45]([CH3:46])[CH3:47])[CH3:48].[CH3:49][N:50]1[CH2:51][CH2:52][CH2:53][C:54]1=[O:55].[CH3:56][CH2:57][O:58][C:59](=[O:60])[CH3:61].[Cl:1][c:2]1[n:3][cH:4][c:5]([C:6](=[O:7])[NH2:8])[c:9]([NH:11][c:12]2[cH:13][cH:14][c:15]([C:18](=[O:19])[N:20]3[CH2:21][CH2:22][O:23][CH2:24][CH2:25]3)[cH:16][cH:17]2)[cH:10]1.[NH:26]1[CH2:27][CH:28]([NH:32][C:33]([O:34][C:35]([CH3:36])([CH3:37])[CH3:38])=[O:39])[CH2:29][CH2:30][CH2:31]1>>[c:2]1([N:26]2[CH2:27][CH:28]([NH:32][C:33]([O:34][C:35]([CH3:36])([CH3:37])[CH3:38])=[O:39])[CH2:29][CH2:30][CH2:31]2)[n:3][cH:4][c:5]([C:6](=[O:7])[NH2:8])[c:9]([NH:11][c:12]2[cH:13][cH:14][c:15]([C:18](=[O:19])[N:20]3[CH2:21][CH2:22][O:23][CH2:24][CH2:25]3)[cH:16][cH:17]2)[cH:10]1. Starting materials: C1CCOC1, COc1ccc(P2(=S)SP(=S)(c3ccc(OC)cc3)S2)cc1, CS(=O)(=O)NCCCC(N)=O. The product is CS(=O)(=O)NCCCC(N)=S. Reaction SMILES: [CH2:34]1[O:35][CH2:36][CH2:37][CH2:38]1.[CH3:12][O:13][c:14]1[cH:15][cH:16][c:17]([P:18]2(=[S:21])[S:19][P:20]([c:22]3[cH:23][cH:24][c:25]([O:26][CH3:27])[cH:28][cH:29]3)(=[S:30])[S:31]2)[cH:32][cH:33]1.[CH3:1][S:2](=[O:3])(=[O:4])[NH:5][CH2:6][CH2:7][CH2:8][C:9](=[O:10])[NH2:11]>>[CH3:1][S:2](=[O:3])(=[O:4])[NH:5][CH2:6][CH2:7][CH2:8][C:9]([NH2:11])=[S:21]. Starting materials: O1C(OCCC1)C1=CC(=C(C=C1)C=1SC2=NC(=CC=C2N1)C1(CCCCC1)C1=CC=CC=C1)F (2-(4-(1,3-dioxan-2-yl)-2-fluorophenyl)-5-(1-phenylcyclohexyl)thiazolo[5,4-b]pyridine), [OH-].[Na+] (NaOH). Run in C1CCOC1 (THF). Reaction conditions: temperature 80 celsius, time 3 hour. The product is FC=1C=C(C=O)C=CC1C=1SC2=NC(=CC=C2N1)C1(CCCCC1)C1=CC=CC=C1 (3-fluoro-4-(5-(1-phenylcyclohexyl)thiazolo[5,4-b]pyridine-2-yl)benzaldehyde). RXN SMILES: [O:1]1CCCO[CH:2]1[C:7]1[CH:12]=[CH:11][C:10]([C:13]2[S:14][C:15]3[C:20]([N:21]=2)=[CH:19][CH:18]=[C:17]([C:22]2([C:28]4[CH:33]=[CH:32][CH:31]=[CH:30][CH:29]=4)[CH2:27][CH2:26][CH2:25][CH2:24][CH2:23]2)[N:16]=3)=[C:9]([F:34])[CH:8]=1.[OH-].[Na+]>C1COCC1>[F:34][C:9]1[CH:8]=[C:7]([CH:12]=[CH:11][C:10]=1[C:13]1[S:14][C:15]2[C:20]([N:21]=1)=[CH:19][CH:18]=[C:17]([C:22]1([C:28]3[CH:29]=[CH:30][CH:31]=[CH:32][CH:33]=3)[CH2:23][CH2:24][CH2:25][CH2:26][CH2:27]1)[N:16]=2)[CH:2]=[O:1] |f:1.2|. Procedure: A slurry of 2-(4-(1,3-dioxan-2-yl)-2-fluorophenyl)-5-(1-phenylcyclohexyl)thiazolo[5,4-b]pyridine (0.467 g, 0.984 mmol) in 5 mL 1:1 THF/5N HCl was sealed and heated to 80° C. The resulting yellow solution was allowed to stir 3 h, was cooled, and then was treated with ice and 10N NaOH until basic. The reaction mixture was partitioned between EA and water, washed with water, brine, dried over sodium sulfate, filter, concentrate in vacuo to give 3-fluoro-4-(5-(1-phenylcyclohexyl)thiazolo[5,4-b]pyrid...